Dataset: the Open Reaction Database (ORD), a public repository of structured organic reaction records. Task: describe an organic reaction: reactants, conditions, products, and yield Reactants: O (Water), C(C)(=O)[O-].[Na+] (Sodium acetate), ClC1=C(C=CC(=C1)OS(=O)(=O)C)C(C(C(=O)C1CC1)=COCC)=O (1-[2-chloro-4-(methylsulphonyloxy)phenyl]-3-cyclopropyl-2-ethoxymethylenepropan-1,3-dione), Cl.NO (hydroxylamine hydrochloride). The solvent is C(C)O (ethanol). Conditions: time 0.75 hour. The product is ClC1=C(C(=O)C=2C=NOC2C2CC2)C=CC(=C1)OS(=O)(=O)C (4-[2-chloro-4-(methylsulphonyloxy)benzoyl]-5-cyclopropylisoxazole). Isolated yield 89.6%. As a reaction SMILES: C([O-])(=O)C.[Na+].[Cl:6][C:7]1[CH:12]=[C:11]([O:13][S:14]([CH3:17])(=[O:16])=[O:15])[CH:10]=[CH:9][C:8]=1[C:18](=[O:29])[C:19](=[CH:25]OCC)[C:20]([CH:22]1[CH2:24][CH2:23]1)=[O:21].Cl.[NH2:31]O.O>C(O)C>[Cl:6][C:7]1[CH:12]=[C:11]([O:13][S:14]([CH3:17])(=[O:16])=[O:15])[CH:10]=[CH:9][C:8]=1[C:18]([C:19]1[CH:25]=[N:31][O:21][C:20]=1[CH:22]1[CH2:24][CH2:23]1)=[O:29] |f:0.1,3.4|. Procedure: Sodium acetate (1.52 g) was added to a stirred mixture of 1-[2-chloro-4-(methylsulphonyloxy)phenyl]-3-cyclopropyl-2-ethoxymethylenepropan-1,3-dione (5.6 g) and hydroxylamine hydrochloride (1.3 g) in ethanol. The mixture was stirred for 0.75 hours. Water was added and the mixture was extracted with dichloromethane. The organic layer was washed with water, dried (MgSO4) and filtered. The filtrate was evaporated to dryness and the residue was purified by chromatography eluted with a mixture of ethy... Reactants: ClC1=C(C(=CC=C1)F)C=1SC=C(N1)/C=C/C(=O)OC ((E)-methyl 3-(2-(2-chloro-6-fluorophenyl)thiazol-4-yl)acrylate), [OH-].[Li+] (lithium hydroxide). Run in CO (MeOH), O (H2O). Conditions: time 24 hour. Yields the product ClC1=C(C(=CC=C1)F)C=1SC=C(N1)/C=C/C(=O)O ((E)-3-(2-(2-Chloro-6-fluorophenyl)thiazol-4-yl)acrylic acid). The yield is 95.2%. RXN SMILES: [Cl:1][C:2]1[CH:7]=[CH:6][CH:5]=[C:4]([F:8])[C:3]=1[C:9]1[S:10][CH:11]=[C:12](/[CH:14]=[CH:15]/[C:16]([O:18]C)=[O:17])[N:13]=1.[OH-].[Li+]>CO.O>[Cl:1][C:2]1[CH:7]=[CH:6][CH:5]=[C:4]([F:8])[C:3]=1[C:9]1[S:10][CH:11]=[C:12](/[CH:14]=[CH:15]/[C:16]([OH:18])=[O:17])[N:13]=1 |f:1.2|. Procedure: To a stirred solution of (E)-methyl 3-(2-(2-chloro-6-fluorophenyl)thiazol-4-yl)acrylate (6.0 g, 20 mmol) in MeOH (100 mL) and H2O (20 mL) was added lithium hydroxide (1.5 g, 61 mmol). The resulting mixture was stirred at room temperature for 24 hours and then partially concentrated under reduced pressure. The pH of the residue was adjusted to 5 by the addition of 2N HCl and the aqueous phase extracted with EtOAc (3×100 mL). The combined organic extract was washed with brine (100 mL), dried over ... Run at temperature 85 celsius. The reactants are N1C(=O)C(=O)C2=CC=CC=C12 (isatin), C1(=CC=CC=C1)O (phenol). Yield: 82.0%. The product is OC1=CC=C(C=C1)C1(C(NC2=CC=CC=C12)=O)C1=CC=C(C=C1)O (3,3-bis-(4-hydroxyphenyl)-oxindole). Procedure: 147 g of isatin and 470 g of phenol were brought together and heated to 85° C. Hydrogen chloride gas dried over sulphuric acid is then passed in at 85° C., during which the reaction temperature rises to 115° C. This temperature is maintained and hydrogen chloride is passed in for a further 5 hours. The resulting crystal paste is stirred into 500 ml of benzene and the crystals, colored light yellow, which are thereupon obtained are filtered off and dried. After recrystallization from acetone/chlo... RXN SMILES: [NH:1]1[C:11]2[C:6](=[CH:7][CH:8]=[CH:9][CH:10]=2)[C:4](=O)[C:2]1=[O:3].[C:12]1([OH:18])[CH:17]=[CH:16][CH:15]=[CH:14][CH:13]=1>>[OH:18][C:12]1[CH:17]=[CH:16][C:15]([C:4]2([C:15]3[CH:16]=[CH:17][C:12]([OH:18])=[CH:13][CH:14]=3)[C:6]3[C:11](=[CH:10][CH:9]=[CH:8][CH:7]=3)[NH:1][C:2]2=[O:3])=[CH:14][CH:13]=1. Reactants: ClC1=CC2=C(N=CNC2=O)C=N1 (6-Chloro-3H-pyrido[3,4-d]pyrimidin-4-one), CNC (dimethylamine). Product: CN(C)C1=CC2=C(N=CNC2=O)C=N1 (6-(N,N-Dimethylamino)-3H-pyrido[3,4-d]pyrimidin-4-one). Isolated yield 60.0%. RXN SMILES: Cl[C:2]1[N:12]=[CH:11][C:5]2[N:6]=[CH:7][NH:8][C:9](=[O:10])[C:4]=2[CH:3]=1.[CH3:13][NH:14][CH3:15]>>[CH3:13][N:14]([C:2]1[N:12]=[CH:11][C:5]2[N:6]=[CH:7][NH:8][C:9](=[O:10])[C:4]=2[CH:3]=1)[CH3:15]. Reported procedure: 6-Chloro-3H-pyrido[3,4-d]pyrimidin-4-one was reacted with dimethylamine (2.0 molar solution in methanol) in a pressure vessel at 130° C. for 32 hours. The reaction mixture was concentrated in vacuo and the resulting solid washed with ethyl acetate. This solid was heated in 2-propanol to give a suspension, which was filtered. The filtrate was concentrated in vacuo to give the product (60%).